Task: describe an organic reaction: reactants, conditions, products, and yield. Dataset: the Open Reaction Database (ORD), a public repository of structured organic reaction records Starting materials: NCC1=CC=C(C=C1)N1N=C(C=C1NC(=O)NC1=CC=C(C=C1)OC1=CC=NC=C1)C(C)(C)C (1-[2-(4-aminomethyl-phenyl)-5-tert-butyl-2H-pyrazol-3-yl]-3-[4-(pyridin-4-yloxy)phenyl]urea), C(=O)(OC(C)(C)C)NCC(=O)O (N-Boc-glycine), CCN=C=NCCCN(C)C (EDCI), C=1C=CC2=C(C1)N=NN2O (HOBT), C(C)(C)N(C(C)C)CC (N,N-diisopropylethylamine). Run in C1CCOC1.C(C)#N (THF acetonitrile). Run at time 1 hour. Product: C(C)(C)(C)OC(NCC(NCC1=CC=C(C=C1)N1N=C(C=C1NC(=O)NC1=CC=C(C=C1)OC1=CC=NC=C1)C(C)(C)C)=O)=O ({[4-(3-tert-Butyl-5-{3-[4-(pyridin-4-yloxy)-phenyl]-ureido}-pyrazol-1-yl)-benzylcarbamoyl]-methyl}-carbamic acid tert-butyl ester). The yield is 10.7%. As a reaction SMILES: [C:1]([NH:8][CH2:9][C:10]([OH:12])=O)([O:3][C:4]([CH3:7])([CH3:6])[CH3:5])=[O:2].CCN=C=NCCCN(C)C.C1C=CC2N(O)N=NC=2C=1.C(N(CC)C(C)C)(C)C.[NH2:43][CH2:44][C:45]1[CH:50]=[CH:49][C:48]([N:51]2[C:55]([NH:56][C:57]([NH:59][C:60]3[CH:65]=[CH:64][C:63]([O:66][C:67]4[CH:72]=[CH:71][N:70]=[CH:69][CH:68]=4)=[CH:62][CH:61]=3)=[O:58])=[CH:54][C:53]([C:73]([CH3:76])([CH3:75])[CH3:74])=[N:52]2)=[CH:47][CH:46]=1>C1COCC1.C(#N)C>[C:4]([O:3][C:1](=[O:2])[NH:8][CH2:9][C:10](=[O:12])[NH:43][CH2:44][C:45]1[CH:50]=[CH:49][C:48]([N:51]2[C:55]([NH:56][C:57]([NH:59][C:60]3[CH:65]=[CH:64][C:63]([O:66][C:67]4[CH:68]=[CH:69][N:70]=[CH:71][CH:72]=4)=[CH:62][CH:61]=3)=[O:58])=[CH:54][C:53]([C:73]([CH3:76])([CH3:75])[CH3:74])=[N:52]2)=[CH:47][CH:46]=1)([CH3:5])([CH3:6])[CH3:7] |f:5.6|. Procedure details: To a solution of N-Boc-glycine (260 mg, 1.48 mmol), EDCI (283 mg, 148 mmol) and HOBT (200 mg, 1.48 mmol) in THF/acetonitrile (50:50, 5 mL) was added N,N-diisopropylethylamine (380 mg, 2.96 mmol), and the resulting reaction mixture was stirred at room temperature for 1 h. Then, 1-[2-(4-aminomethyl-phenyl)-5-tert-butyl-2H-pyrazol-3-yl]-3-[4-(pyridin-4-yloxy)phenyl]urea (450 mg, 0.99 mmol) was added to the solution and the reaction mixture was stirred at 50° C. for 18 h. The reaction mixture was co... Starting materials: ClC1=CC(=NC=C1F)C (4-Chloro-5-fluoro-2-picoline), ClC1=CC(=NC=C1F)C (4-Chloro-5-fluoro-2-picoline), 4.09, BrN1C(CCC1=O)=O (N-bromosuccinimide), resultant solution, CC(C)(C#N)N=NC(C)(C)C#N (AIBN). Run in ClCCCl (1,2-dichloroethane), C(Cl)Cl (methylene chloride). Conditions: temperature 75 celsius. Yields the product ClC1=CC(NC=C1F)(C)Br (4-Chloro-5-fluoro-alpha-bromo-2-picoline). Isolated yield 69.0%. RXN SMILES: [Cl:1][C:2]1[C:7]([F:8])=[CH:6][N:5]=[C:4]([CH3:9])[CH:3]=1.[Br:10]N1C(=O)CCC1=O.CC(N=NC(C#N)(C)C)(C#N)C>ClCCCl.C(Cl)Cl>[Cl:1][C:2]1[C:7]([F:8])=[CH:6][NH:5][C:4]([Br:10])([CH3:9])[CH:3]=1. Reported procedure: 4-Chloro-5-fluoro-2-picoline (2.9 g, 20 mmol), the product of Example 66, was dissolved in 50 mL of 1,2-dichloroethane in a dry flask. The resultant solution was heated, with stirring, to 75° C. and 4.09 (23 mmol) of N-bromosuccinimide was added, followed by 100 mG (0.7 mmol) of 2,2-azobisisobutyronirile (AIBN), a free radical initiator. After the reaction mixture was stirred at 75° C. for 24 hours, it was diluted with 450 mL of methylene chloride and washed with 3 X 400 mL of water. The organic... Starting materials: C1(CC(CCC1)=O)=O (cyclohexane-1,3-dione), CC(CO)(CO)C (2,2-dimethylpropane-1,3-diol). Run in C1(=CC=CC=C1)C (toluene). Yields the product CC1(COC2(OC1)CC(CCC2)=O)C (3,3-dimethyl-1,5-dioxa-spiro[5,5]undecan-8-one). Reaction SMILES: [C:1]1(=[O:8])[CH2:6][CH2:5][CH2:4][C:3](=[O:7])[CH2:2]1.[CH3:9][C:10]([CH3:15])([CH2:13]O)[CH2:11][OH:12]>C1(C)C=CC=CC=1>[CH3:9][C:10]1([CH3:15])[CH2:11][O:12][C:3]2([CH2:4][CH2:5][CH2:6][C:1](=[O:8])[CH2:2]2)[O:7][CH2:13]1. Procedure: 125 g (630 mmole) 3,3-dimethyl-1,5-dioxa-spiro[5,5]undecan-8-one, which was obtained by the azeotropic acetylation of cyclohexane-1,3-dione with 2,2-dimethylpropane-1,3-diol in toluene as a solvent using p-toluenesulphonic acid as a catalyst, and 59 g (630 mmole) dimethylammonium methylene chloride were stirred at room temperature in 400 ml of dry acetonitrile. After adding 1 ml acetyl chloride the mixture was stirred for a further 3 hours at room temperature, whereupon a clear colourless soluti... Starting materials: CC(C)(C)OC(=O)Nc1cc(Cl)c(C(F)(F)F)cc1NC(=O)CC(=O)c1cccc(-c2cncnc2)c1, ClCCl, O=C(O)C(F)(F)F. The product is O=C1CC(c2cccc(-c3cncnc3)c2)=Nc2cc(Cl)c(C(F)(F)F)cc2N1. RXN SMILES: [C:1]([O:2][C:3](=[O:4])[NH:7][c:8]1[c:9]([NH:19][C:20]([CH2:21][C:22](=[O:5])[c:23]2[cH:24][c:25](-[c:29]3[cH:30][n:31][cH:32][n:33][cH:34]3)[cH:26][cH:27][cH:28]2)=[O:36])[cH:10][c:11]([C:15]([F:16])([F:17])[F:18])[c:12]([Cl:14])[cH:13]1)([CH3:6])([CH3:35])[CH3:37].[Cl:45][CH2:46][Cl:47].[F:38][C:39]([F:40])([F:41])[C:42]([OH:43])=[O:44]>>[N:7]1=[C:22]([c:23]2[cH:24][c:25](-[c:29]3[cH:30][n:31][cH:32][n:33][cH:34]3)[cH:26][cH:27][cH:28]2)[CH2:21][C:20](=[O:36])[NH:19][c:9]2[c:8]1[cH:13][c:12]([Cl:14])[c:11]([C:15]([F:16])([F:17])[F:18])[cH:10]2. Reactants: [Li].C1(=CC=CC=C1)[C-]1C=CC2=CC=CC=C12 (Lithium 1-Phenylindenide), C[SiH](C)N(C(C)(C)C)Cl (dimethylsilyl(t-butylamino)chloride). Run in C1CCOC1 (THF), C1CCOC1 (THF). Reaction conditions: time 16 hour. The product is C[SiH](C)N(C(C)(C)C)C1C=C(C2=CC=CC=C12)C1=CC=CC=C1 (Dimethylsilyl(3-phenylindenyl)(t-butylamine)). Isolated yield 96.2%. Reaction SMILES: [Li].[C:2]1([C-:8]2[C:16]3[C:11](=[CH:12][CH:13]=[CH:14][CH:15]=3)[CH:10]=[CH:9]2)[CH:7]=[CH:6][CH:5]=[CH:4][CH:3]=1.[CH3:17][SiH:18]([N:20](Cl)[C:21]([CH3:24])([CH3:23])[CH3:22])[CH3:19]>C1COCC1>[CH3:17][SiH:18]([N:20]([CH:10]1[C:11]2[C:16](=[CH:15][CH:14]=[CH:13][CH:12]=2)[C:8]([C:2]2[CH:3]=[CH:4][CH:5]=[CH:6][CH:7]=2)=[CH:9]1)[C:21]([CH3:24])([CH3:23])[CH3:22])[CH3:19] |f:0.1,^1:0|. Procedure: Lithium-1-Phenylindenide (5.53 g, 0.0279 moles) in THF (50 mL) was added dropwise to a solution of dimethylsilyl(t-butylamino)chloride (4.62 g, 0.0279 moles) in THF (100 mL). This mixture was allowed to stir 16 hours. After the reaction period the volatiles were removed and the residue extracted and filtered using hexane. Removal of the hexane resulted in theisolation of the desired product as an oil (8.63 g, 96.2 percent). Yields the product C12COCC(CC1)N2C2=C1C(=NC(=N2)C2=CC=C(C=C2)NC(=O)NC2=CC=C(C=C2)CN(C)C)N(N=C1)CC (1-(4-(4-(3-oxa-8-azabicyclo[3.2.1]octan-8-yl)-1-ethyl-1H-pyrazolo[3,4-d]pyrimidin-6-yl)phenyl)-3-(4-((dimethylamino)methyl)phenyl)urea). RXN SMILES: NC(N)=O.[CH:5]12[O:12][CH:9](CC1)[CH2:8][N:7]([C:13]1[N:18]=[C:17]([C:19]3[CH:24]=[CH:23][C:22]([NH:25][C:26]([NH:28][CH2:29][CH3:30])=[O:27])=[CH:21][CH:20]=3)[N:16]=[C:15]3[N:31]([CH:34]4CCN(C(OCC)=O)C[CH2:35]4)[N:32]=[CH:33][C:14]=13)[CH2:6]2.[CH3:45][N:46]([CH2:48][C:49]1[CH:55]=CC(N)=[CH:51][CH:50]=1)[CH3:47].N[C:57]1C=CC=C[CH:58]=1>>[CH:6]12[N:7]([C:13]3[N:18]=[C:17]([C:19]4[CH:20]=[CH:21][C:22]([NH:25][C:26]([NH:28][C:29]5[CH:51]=[CH:50][C:49]([CH2:48][N:46]([CH3:47])[CH3:45])=[CH:55][CH:30]=5)=[O:27])=[CH:23][CH:24]=4)[N:16]=[C:15]4[N:31]([CH2:34][CH3:35])[N:32]=[CH:33][C:14]=34)[CH:8]([CH2:57][CH2:58]1)[CH2:9][O:12][CH2:5]2. Procedure details: A urea formation procedure similar to that used for the synthesis of ethyl 4-(4-(8-oxa-3-azabicyclo[3.2.1]octan-3-yl)-6-(4-(3-ethylureido)phenyl)-1H-pyrazolo[3,4-d]pyrimidin-1-yl)piperidine-1-carboxylate is used, utilizing 4-((dimethylamino)methyl)aniline as the aniline component. (23%, MS=527.2 (M+H)) The reactants are NC1=CC=CC=C1 (aniline), NC(=O)N (urea), C12CN(CC(CC1)O2)C2=C1C(=NC(=N2)C2=CC=C(C=C2)NC(=O)NCC)N(N=C1)C1CCN(CC1)C(=O)OCC (ethyl 4-(4-(8-oxa-3-azabicyclo[3.2.1]octan-3-yl)-6-(4-(3-ethylureido)phenyl)-1H-pyrazolo[3,4-d]pyrimidin-1-yl)piperidine-1-carboxylate), CN(C)CC1=CC=C(N)C=C1 (4-((dimethylamino)methyl)aniline). The reactants are Br, CS(=O)(=O)O, COc1ccc(C(=O)CCCn2ccnn2)cc1, [Na+], [OH-], O. Product: O=C(CCCn1ccnn1)c1ccc(O)cc1. As a reaction SMILES: [BrH:24].[CH3:1][S:2]([OH:3])(=[O:4])=[O:5].[CH3:6][O:7][c:8]1[cH:9][cH:10][c:11]([C:14]([CH2:15][CH2:16][CH2:17][n:18]2[n:19][n:20][cH:21][cH:22]2)=[O:23])[cH:12][cH:13]1.[Na+:26].[OH-:25].[OH2:27]>>[OH:7][c:8]1[cH:9][cH:10][c:11]([C:14]([CH2:15][CH2:16][CH2:17][n:18]2[n:19][n:20][cH:21][cH:22]2)=[O:23])[cH:12][cH:13]1. The reactants are CCN(C(C)C)C(C)C (DIPEA), C(OC)(=O)Cl (methyl carbonochloridate), FC1=C(C=C(C(=C1)F)F)C1NCCC(C1)C(=O)OC (Methyl 2-(2,4,5-trifluorophenyl)piperidine-4-carboxylate). Run in C(Cl)Cl (DCM). Conditions: time 1 hour. Yields the product FC1=C(C=C(C(=C1)F)F)C1N(CCC(C1)C(=O)OC)C(=O)OC (dimethyl 2-(2,4,5-trifluorophenyl)piperidine-1,4-dicarboxylate). Yield: 109.8%. Reaction SMILES: [F:1][C:2]1[CH:7]=[C:6]([F:8])[C:5]([F:9])=[CH:4][C:3]=1[CH:10]1[CH2:15][CH:14]([C:16]([O:18][CH3:19])=[O:17])[CH2:13][CH2:12][NH:11]1.CCN(C(C)C)C(C)C.[C:29](Cl)(=[O:32])[O:30][CH3:31]>C(Cl)Cl>[F:1][C:2]1[CH:7]=[C:6]([F:8])[C:5]([F:9])=[CH:4][C:3]=1[CH:10]1[CH2:15][CH:14]([C:16]([O:18][CH3:19])=[O:17])[CH2:13][CH2:12][N:11]1[C:29]([O:30][CH3:31])=[O:32]. Reported procedure: Methyl 2-(2,4,5-trifluorophenyl)piperidine-4-carboxylate (2.232 g, 8.17 mmol) was dissolved in DCM (50 mL) and DIPEA (1.707 mL, 9.80 mmol), then methyl carbonochloridate (0.965 mL, 12.25 mmol) was added. The solution was stirred at room temperature for 1 h. The reaction mixture was washed with 0.1 M HCl and satd NaHCO3, passed through a phase separator and evaporated to yield crude dimethyl 2-(2,4,5-trifluorophenyl)piperidine-1,4-dicarboxylate (2.971 g, quant.) as a brown oil. MS m/z 332 (M+H)+ Reactants: CC(C)c1ccc(-n2cn[nH]c2=O)cc1, CC(O)C1(c2ccc(F)cc2F)CO1, CC(O)C1(c2ccc(F)cc2F)CO1. The product is CC(C)c1ccc(-n2cnn(C(C)C3(c4ccc(F)cc4F)CO3)c2=O)cc1. RXN SMILES: [CH:15]([CH3:16])([CH3:17])[c:18]1[cH:19][cH:20][c:21](-[n:24]2[c:25](=[O:29])[nH:26][n:27][cH:28]2)[cH:22][cH:23]1.[F:1][c:2]1[c:3]([C:9]2([CH:12]([CH3:13])[OH:14])[O:10][CH2:11]2)[cH:4][cH:5][c:6]([F:8])[cH:7]1.[F:30][c:31]1[cH:32][c:33]([F:34])[cH:35][cH:36][c:37]1[C:38]1([CH:39]([OH:40])[CH3:41])[CH2:42][O:43]1>>[F:1][c:2]1[c:3]([C:9]2([CH:12]([CH3:13])[n:26]3[c:25](=[O:29])[n:24](-[c:21]4[cH:20][cH:19][c:18]([CH:15]([CH3:16])[CH3:17])[cH:23][cH:22]4)[cH:28][n:27]3)[O:10][CH2:11]2)[cH:4][cH:5][c:6]([F:8])[cH:7]1. Reactants: COC([C@H](CC1=CC=C(C=C1)Br)NC(C1=CC(=CC=C1)Br)=O)=O ((2S)-(3-Bromo-benzoyl-amino)-3-(4-bromo-phenyl)-propionic acid methyl ester), COC1=CC=C(C=C1)B(O)O (4-methoxy-phenyl-boronic acid). Yields the product COC1=CC=C(C=C1)C1=CC(=CC=C1)C(=O)N[C@H](C(=O)O)CC1=CC=C(C=C1)C1=CC=C(C=C1)OC ((2S)-[(-4′-Methoxy-biphenyl-3-carbonyl)-amino]-3-(4′-methoxyl-biphenyl-4-yl)-propionic acid). The yield is 85.0%. As a reaction SMILES: C[O:2][C:3](=[O:23])[C@@H:4]([NH:13][C:14](=[O:22])[C:15]1[CH:20]=[CH:19][CH:18]=[C:17](Br)[CH:16]=1)[CH2:5][C:6]1[CH:11]=[CH:10][C:9](Br)=[CH:8][CH:7]=1.[CH3:24][O:25][C:26]1[CH:31]=[CH:30][C:29](B(O)O)=[CH:28][CH:27]=1>>[CH3:24][O:25][C:26]1[CH:31]=[CH:30][C:29]([C:17]2[CH:18]=[CH:19][CH:20]=[C:15]([C:14]([NH:13][C@@H:4]([CH2:5][C:6]3[CH:11]=[CH:10][C:9]([C:29]4[CH:30]=[CH:31][C:26]([O:25][CH3:24])=[CH:27][CH:28]=4)=[CH:8][CH:7]=3)[C:3]([OH:2])=[O:23])=[O:22])[CH:16]=2)=[CH:28][CH:27]=1. Procedure: (2S)-(3-Bromo-benzoyl-amino)-3-(4-bromo-phenyl)-propionic acid methyl ester (100 mg, 0.22 mmol) was reacted with 4-methoxy-phenyl-boronic acid (204 mg, 1.4 mmol) according to general procedure D yielding the title compound (90 mg, 83%) as a white solid.